This data is from the Open Reaction Database (ORD), a public repository of structured organic reaction records. The task is: describe an organic reaction: reactants, conditions, products, and yield Reaction SMILES: CS(N)(=O)=O.[CH:6]1([S:9]([NH2:12])(=[O:11])=[O:10])[CH2:8][CH2:7]1.C(C1(COC2C(C3CC3)=CC(C(O)=O)=C(F)C=2)C2CC3CC(CC1C3)C2)#N.[CH:40]1([C:43]2[C:44]([O:53][CH:54]3[CH2:59][CH2:58][CH2:57][C:56]([CH3:61])([CH3:60])[CH2:55]3)=[CH:45][C:46]([F:52])=[C:47]([CH:51]=2)[C:48](O)=[O:49])[CH2:42][CH2:41]1>>[CH:40]1([C:43]2[C:44]([O:53][CH:54]3[CH2:59][CH2:58][CH2:57][C:56]([CH3:61])([CH3:60])[CH2:55]3)=[CH:45][C:46]([F:52])=[C:47]([CH:51]=2)[C:48]([NH:12][S:9]([CH:6]2[CH2:8][CH2:7]2)(=[O:11])=[O:10])=[O:49])[CH2:42][CH2:41]1. Product: C1(CC1)C=1C(=CC(=C(C(=O)NS(=O)(=O)C2CC2)C1)F)OC1CC(CCC1)(C)C (5-cyclopropyl-N-(cyclopropylsulfonyl)-4-((3,3-dimethyl-cyclohexyl)oxy)-2-fluorobenzamide), solid. The reactants are C(#N)C1(C2CC3CC(CC1C3)C2)COC2=CC(=C(C(=O)O)C=C2C2CC2)F (4-((2-cyanoadamantan-2-yl)methoxy)-5-cyclopropyl-2-fluorobenzoic acid), C1(CC1)C=1C(=CC(=C(C(=O)O)C1)F)OC1CC(CCC1)(C)C (5-cyclopropyl-4-((3,3-dimethylcyclohexyl)oxy)-2-fluorobenzoic acid), CS(=O)(=O)N (methane sulfonamide), C1(CC1)S(=O)(=O)N (cyclopropane sulfonamide). Procedure: Following the procedure as described in Example 332 Step 7 and making non-critical variations to replace methane sulfonamide with cyclopropane sulfonamide and to replace 4-((2-cyanoadamantan-2-yl)methoxy)-5-cyclopropyl-2-fluorobenzoic acid with 5-cyclopropyl-4-((3,3-dimethylcyclohexyl)oxy)-2-fluorobenzoic acid, the title compound was obtained as a white solid (0.07 g, 31%): 1H NMR (300 MHz, DMSO-d6) δ11.79 (s, 1H), 7.10 (d, J=8.5 Hz, 1H), 7.03 (d, J=13.3 Hz, 1H), 4.67-4.58 (m, 1H), 3.11-3.03 (m,... The yield is 31.0%. Starting materials: O (water), Cl (hydrochloric acid), FC1=CC(=C(C=C1)S(=O)(=O)C)[N+](=O)[O-] (4-fluoro-1-methylsulfonyl-2-nitrobenzene). The reagents and catalysts are [Fe] (iron). The solvent is C(C)O (ethanol). Conditions: time 16 hour. Product: FC=1C=CC(=C(C1)N)S(=O)(=O)C (5-fluoro-2-methylsulfonylphenylamine). The yield is 96.5%. RXN SMILES: O.Cl.[F:3][C:4]1[CH:9]=[CH:8][C:7]([S:10]([CH3:13])(=[O:12])=[O:11])=[C:6]([N+:14]([O-])=O)[CH:5]=1>C(O)C.[Fe]>[F:3][C:4]1[CH:9]=[CH:8][C:7]([S:10]([CH3:13])(=[O:12])=[O:11])=[C:6]([NH2:14])[CH:5]=1. Procedure details: 5-Fluoro-2-methylsulfonylphenylamine can be obtained in the following way: 1.25 ml of water and 0.47 ml of an aqueous 12N hydrochloric acid solution are added to a solution of 1.2 g of 4-fluoro-1-methylsulfonyl-2-nitrobenzene in 80 ml of ethanol. The reaction mixture is then heated at the reflux of the solvent and 0.92 g of powdered iron are added portionwise. The reaction mixture is then stirred at the reflux of the solvent for 2 hours, then at a temperature in the region of 20° C. for 16 hours... Starting materials: O=C([O-])O, CCOC(=O)C1(F)C2CC(O)C(N=[N+]=[N-])(C(=O)OCC)C21, CCOCC, CP(C)C, [Na+], C1CCOC1, C1CCOC1, O. The product is CCOC(=O)C1(N)C(O)CC2C1C2(F)C(=O)OCC. As a reaction SMILES: [C:31](=[O:32])([O-:33])[OH:34].[CH2:10]([CH3:11])[O:12][C:13](=[O:14])[C:15]1([N:28]=[N+:29]=[N-:30])[CH:16]2[C:17]([C:22](=[O:23])[O:24][CH2:25][CH3:26])([F:27])[CH:18]2[CH2:19][CH:20]1[OH:21].[CH3:42][CH2:43][O:44][CH2:45][CH3:46].[CH3:6][P:7]([CH3:8])[CH3:9].[Na+:35].[O:1]1[CH2:2][CH2:3][CH2:4][CH2:5]1.[O:36]1[CH2:37][CH2:38][CH2:39][CH2:40]1.[OH2:41]>>[CH2:10]([CH3:11])[O:12][C:13](=[O:14])[C:15]1([NH2:28])[CH:16]2[C:17]([C:22](=[O:23])[O:24][CH2:25][CH3:26])([F:27])[CH:18]2[CH2:19][CH:20]1[OH:21]. Procedure details: Following general procedure B followed by either C or D, starting from 1-[4-(2-methyl-[1,3]dioxolan-2-yl)-butyl]-1H-pyrazol-4-ylamine and 2-methyl-5-m-tolyl-oxazole-4-carboxylic acid. As a reaction SMILES: [CH3:1][C:2]1([CH2:7][CH2:8][CH2:9][CH2:10][N:11]2[CH:15]=[C:14]([NH2:16])[CH:13]=[N:12]2)[O:6]CCO1.[CH3:17][C:18]1[O:19][C:20]([C:26]2[CH:27]=[C:28]([CH3:32])[CH:29]=[CH:30][CH:31]=2)=[C:21]([C:23](O)=[O:24])[N:22]=1>>[O:6]=[C:2]([CH3:1])[CH2:7][CH2:8][CH2:9][CH2:10][N:11]1[CH:15]=[C:14]([NH:16][C:23]([C:21]2[N:22]=[C:18]([CH3:17])[O:19][C:20]=2[C:26]2[CH:27]=[C:28]([CH3:32])[CH:29]=[CH:30][CH:31]=2)=[O:24])[CH:13]=[N:12]1. Yields the product O=C(CCCCN1N=CC(=C1)NC(=O)C=1N=C(OC1C=1C=C(C=CC1)C)C)C (2-Methyl-5-m-tolyl-oxazole-4-carboxylic acid [1-(5-oxo-hexyl)-1H-pyrazol-4-yl]-amide). The reactants are CC1(OCCO1)CCCCN1N=CC(=C1)N (1-[4-(2-methyl-[1,3]dioxolan-2-yl)-butyl]-1H-pyrazol-4-ylamine), CC=1OC(=C(N1)C(=O)O)C=1C=C(C=CC1)C (2-methyl-5-m-tolyl-oxazole-4-carboxylic acid). Starting materials: B(Br)(Br)Br (Boron tribromide), COC(OC1=C(C=C(C(=C1)[N+](=O)[O-])F)C)=O (Carbonic acid 4-fluoro-2-methyl-5-nitro-phenyl ester methyl ester), [OH-].[Na+] (sodium hydroxide). Run in ClCCl (dichloromethane). Conditions: temperature 0 celsius, time 8 hour. The product is FC1=CC(=C(C=C1[N+](=O)[O-])O)C (4-fluoro-2-methyl-5-nitro-phenol). Yield: 81.1%. As a reaction SMILES: COC(=O)[O:4][C:5]1[CH:10]=[C:9]([N+:11]([O-:13])=[O:12])[C:8]([F:14])=[CH:7][C:6]=1[CH3:15].B(Br)(Br)Br.[OH-].[Na+]>ClCCl>[F:14][C:8]1[C:9]([N+:11]([O-:13])=[O:12])=[CH:10][C:5]([OH:4])=[C:6]([CH3:15])[CH:7]=1 |f:2.3|. Procedure: Carbonic acid 4-fluoro-2-methyl-5-nitro-phenyl ester methyl ester (1.8 g, 7.8 mmol) was dissolved in dichloromethane (100 ml) and cooled to 0° C. Boron tribromide (1 M in dichloromethane, 8 ml) was added. The mixture was allowed to warm to room temperature and was stirred overnight. To the solution was added 1N sodium hydroxide (25 ml) and the mixture was stirred vigorously for 1 hour. The layers were separated and the organic layer was dried over anhydrous sodium sulfate, and filtered and conce... Starting materials: FC(S(=O)(=O)OC1=CC(=C(C(=C1)Cl)CC1C(N(CC1)C1CCCCC1)=O)Cl)(F)F (3,5-dichloro-4-((1-cyclohexyl-2-oxopyrrolidin-3-yl)methyl)phenyl trifluoromethanesulfonate), CN1N=CC(=C1)B1OC(C(O1)(C)C)(C)C (1-methyl-4-(4,4,5,5-tetramethyl-1,3,2-dioxaborolan-2-yl)-1H-pyrazole), C([O-])([O-])=O.[Na+].[Na+] (sodium carbonate). The reagents and catalysts are C=1C=CC(=CC1)[P](C=2C=CC=CC2)(C=3C=CC=CC3)[Pd]([P](C=4C=CC=CC4)(C=5C=CC=CC5)C=6C=CC=CC6)([P](C=7C=CC=CC7)(C=8C=CC=CC8)C=9C=CC=CC9)[P](C=1C=CC=CC1)(C=1C=CC=CC1)C=1C=CC=CC1 (tetrakis(triphenylphosphine)palladium). The solvent is C(OC)COC (dimethoxyethane). Product: C1(CCCCC1)N1C(C(CC1)CC1=C(C=C(C=C1Cl)C=1C=NN(C1)C)Cl)=O (1-Cyclohexyl-3-[2,6-dichloro-4-(1-methyl-1H-pyrazol-4-yl)-benzyl]-pyrrolidin-2-one). RXN SMILES: FC(F)(F)S(O[C:7]1[CH:12]=[C:11]([Cl:13])[C:10]([CH2:14][CH:15]2[CH2:19][CH2:18][N:17]([CH:20]3[CH2:25][CH2:24][CH2:23][CH2:22][CH2:21]3)[C:16]2=[O:26])=[C:9]([Cl:27])[CH:8]=1)(=O)=O.[CH3:30][N:31]1[CH:35]=[C:34](B2OC(C)(C)C(C)(C)O2)[CH:33]=[N:32]1.C(=O)([O-])[O-].[Na+].[Na+]>C1C=CC([P]([Pd]([P](C2C=CC=CC=2)(C2C=CC=CC=2)C2C=CC=CC=2)([P](C2C=CC=CC=2)(C2C=CC=CC=2)C2C=CC=CC=2)[P](C2C=CC=CC=2)(C2C=CC=CC=2)C2C=CC=CC=2)(C2C=CC=CC=2)C2C=CC=CC=2)=CC=1.C(COC)OC>[CH:20]1([N:17]2[CH2:18][CH2:19][CH:15]([CH2:14][C:10]3[C:11]([Cl:13])=[CH:12][C:7]([C:34]4[CH:33]=[N:32][N:31]([CH3:30])[CH:35]=4)=[CH:8][C:9]=3[Cl:27])[C:16]2=[O:26])[CH2:25][CH2:24][CH2:23][CH2:22][CH2:21]1 |f:2.3.4,^1:54,56,75,94|. Procedure: Using the method of Example 81 and using 3,5-dichloro-4-((1-cyclohexyl-2-oxopyrrolidin-3-yl)methyl)phenyl trifluoromethanesulfonate (Example 240) (1.673 g, 3.53 mmol), 1-methyl-4-(4,4,5,5-tetramethyl-1,3,2-dioxaborolan-2-yl)-1H-pyrazole (2.2 g, 10.6 mmol), tetrakis(triphenylphosphine)palladium (0.408 g, 0.353 mmol), dimethoxyethane (16 mL) and sodium carbonate (2M, 6.2 mL) gives the title compound. Purify the crude material over silica gel (1/1 hexane in ethyl acetate to 1/3 hexane in ethyl acet... Reactants: C(O)([O-])=O.[Na+] (sodium hydrogencarbonate), [F-].[K+] (potassium fluoride), C(C(=O)C1=CC=CC=C1)Br (phenacyl bromide), OC1=CC2=CC=C(C=C2C=C1C(=O)O)C(=O)OC (2-Hydroxy-3-hydroxycarbonyl-6-methoxycarbonylnaphthalene). Solvent: C(C)OCC (diethyl ether), C(C)(=O)OCC (ethyl acetate), CN(C=O)C (DMF), CN(C=O)C (N,N-dimethylformamide), CN(C=O)C (DMF). Run at temperature 25 celsius, time 1 minute. Yields the product OC1=CC2=CC=C(C=C2C=C1C(=O)OCC(=O)C1=CC=CC=C1)C(=O)OC (2-hydroxy-3-phenacyloxycarbonyl-6-methoxycarbonylnaphthalene). Isolated yield 48.1%. As a reaction SMILES: [F-].[K+].[CH2:3](Br)[C:4]([C:6]1[CH:11]=[CH:10][CH:9]=[CH:8][CH:7]=1)=[O:5].[OH:13][C:14]1[C:23]([C:24]([OH:26])=[O:25])=[CH:22][C:21]2[C:16](=[CH:17][CH:18]=[C:19]([C:27]([O:29][CH3:30])=[O:28])[CH:20]=2)[CH:15]=1.C(=O)([O-])O.[Na+]>CN(C)C=O.C(OCC)C.C(OCC)(=O)C>[OH:13][C:14]1[C:23]([C:24]([O:26][CH2:3][C:4]([C:6]2[CH:11]=[CH:10][CH:9]=[CH:8][CH:7]=2)=[O:5])=[O:25])=[CH:22][C:21]2[C:16](=[CH:17][CH:18]=[C:19]([C:27]([O:29][CH3:30])=[O:28])[CH:20]=2)[CH:15]=1 |f:0.1,4.5|. Procedure details: To anhydrous N,N-dimethylformamide (hereinafter referred to as “DMF”) (10.0 g) were added potassium fluoride (0.209 g) and phenacyl bromide (0.647 g), followed by stirring on an oil bath at 25° C. for about 1 minute. 2-Hydroxy-3-hydroxycarbonyl-6-methoxycarbonylnaphthalene (0.80 g) was dissolved in anhydrous DMF (5.20 g) and the resulting solution was added to the reaction solution. After the completion of the reaction, ethyl acetate, diethyl ether and aqueous 5% sodium hydrogencarbonate were ad... Starting materials: O=C(NC1CCCC(O)CCC1)OCc1ccccc1, CO. The product is NC1CCCC(O)CCC1. As a reaction SMILES: [CH2:1]([O:2][C:3](=[O:4])[NH:10][CH:11]1[CH2:12][CH2:13][CH2:14][CH:15]([OH:19])[CH2:16][CH2:17][CH2:18]1)[c:5]1[cH:6][cH:7][cH:8][cH:9][cH:20]1.[CH3:21][OH:22]>>[NH2:10][CH:11]1[CH2:12][CH2:13][CH2:14][CH:15]([OH:19])[CH2:16][CH2:17][CH2:18]1. Reactants: CCC(=O)N(c1ccccc1)C1(c2nnc(CC)o2)CCN(Cc2ccccc2)CC1, CO, [H][H]. Product: CCC(=O)N(c1ccccc1)C1(c2nnc(CC)o2)CCNCC1. Reaction SMILES: [CH2:1]([c:2]1[cH:3][cH:4][cH:5][cH:6][cH:7]1)[N:8]1[CH2:9][CH2:10][C:11]([N:14]([C:15]([CH2:16][CH3:17])=[O:18])[c:19]2[cH:20][cH:21][cH:22][cH:23][cH:24]2)([c:25]2[o:26][c:27]([CH2:30][CH3:31])[n:28][n:29]2)[CH2:12][CH2:13]1.[CH3:34][OH:35].[H:32][H:33]>>[NH:8]1[CH2:9][CH2:10][C:11]([N:14]([C:15]([CH2:16][CH3:17])=[O:18])[c:19]2[cH:20][cH:21][cH:22][cH:23][cH:24]2)([c:25]2[o:26][c:27]([CH2:30][CH3:31])[n:28][n:29]2)[CH2:12][CH2:13]1.